Dataset: the Open Reaction Database (ORD), a public repository of structured organic reaction records. Task: describe an organic reaction: reactants, conditions, products, and yield Starting materials: ClC1=CC(=C(C=C1)OCC(F)(F)F)F (4-Chloro-2-fluoro-1-(2,2,2-trifluoro-ethoxy)-benzene), O (water), C(CCC)[Li] (n-butyllithium), CN(C=O)C (N,N-dimethylformamide). The solvent is C1CCOC1 (THF), C(=O)=O.CC(=O)C (dry ice acetone). Reaction conditions: time 30 minute. The product is ClC1=CC=C(C(=C1C=O)F)OCC(F)(F)F (6-Chloro-2-fluoro-3-(2,2,2-trifluoro-ethoxy)-benzaldehyde). As a reaction SMILES: [Cl:1][C:2]1[CH:7]=[CH:6][C:5]([O:8][CH2:9][C:10]([F:13])([F:12])[F:11])=[C:4]([F:14])[CH:3]=1.C([Li])CCC.CN(C)[CH:22]=[O:23].O>C1COCC1.C(=O)=O.CC(C)=O>[Cl:1][C:2]1[C:3]([CH:22]=[O:23])=[C:4]([F:14])[C:5]([O:8][CH2:9][C:10]([F:12])([F:11])[F:13])=[CH:6][CH:7]=1 |f:5.6|. Reported procedure: To 4-Chloro-2-fluoro-1-(2,2,2-trifluoro-ethoxy)-benzene (522, 0.80 g, 3.5 mmol) in THF (20 mL), cooled in dry ice/acetone bath and under an atmosphere of nitrogen, was slowly added n-butyllithium (1.60 M in Hexane, 2.30 mL). After an hour, N,N-dimethylformamide (0.298 mL, 3.85 mmol) was added to the reaction. After 30 minutes, the reaction was allowed to reach room temperature and was stirred for 10 minutes. The reaction was poured into water and extracted with ethyl acetate. The organic layer w... The reactants are C#CCSc1ccccc1CO, ClCCl, O=[Cr](=O)([O-])Cl, c1cc[nH+]cc1. Yields the product C#CCSc1ccccc1C=O. RXN SMILES: [CH2:1]([C:2]#[CH:3])[S:4][c:5]1[c:6]([CH2:7][OH:8])[cH:9][cH:10][cH:11][cH:12]1.[Cl:24][CH2:25][Cl:26].[O:13]=[Cr:14]([Cl:15])([O-:16])=[O:17].[nH+:18]1[cH:19][cH:20][cH:21][cH:22][cH:23]1>>[CH2:1]([C:2]#[CH:3])[S:4][c:5]1[c:6]([CH:7]=[O:8])[cH:9][cH:10][cH:11][cH:12]1. Reactants: C1(=CC=CC=C1)CCCC(=O)N1[C@H](C(=O)O)C[C@@H](C1)O (N-(4-phenylbutanoyl)-cis-4-hydroxy-L-proline), C1(=CC=CC=C1)CCCC(=O)N1[C@H](C(=O)N2CCCC2)C[C@@H](C1)O (N-[N-(4-phenylbutanoyl)-cis-4-hydroxy-L-prolyl]pyrrolidine). Product: C1(=CC=CC=C1)CCCC(=O)N1[C@H](C(=O)N2CCCC2)C[C@H](C1)O (N-[N-(4-phenylbutanoyl)-trans-4-hydroxy-L-prolyl]pyrrolidine). RXN SMILES: C1(CCCC(N2C[C@@H](O)C[C@H]2C(O)=O)=O)C=CC=CC=1.[C:21]1([CH2:27][CH2:28][CH2:29][C:30]([N:32]2[CH2:43][C@@H:42]([OH:44])[CH2:41][C@H:33]2[C:34]([N:36]2[CH2:40][CH2:39][CH2:38][CH2:37]2)=[O:35])=[O:31])[CH:26]=[CH:25][CH:24]=[CH:23][CH:22]=1>>[C:21]1([CH2:27][CH2:28][CH2:29][C:30]([N:32]2[CH2:43][C@H:42]([OH:44])[CH2:41][C@H:33]2[C:34]([N:36]2[CH2:37][CH2:38][CH2:39][CH2:40]2)=[O:35])=[O:31])[CH:26]=[CH:25][CH:24]=[CH:23][CH:22]=1. Procedure: By employing N-(4-phenylbutanoyl)-cis-4-hydroxy-L-proline in place of N-(4-phenylbutanoyl)-trans-4-hydroxy-L-proline in the procedure of Example 1(a) given above, N-[N-(4-phenylbutanoyl)-cis-4-hydroxy-L-prolyl]pyrrolidine (SUAM 14496) was obtained. Reactants: CC=1C2=C(OC1C(=O)OCC)C=CC(=C2)CCCCCCCC (Ethyl 3-methyl-5-octylbenzo[b]furan-2-carboxylate), [OH-].[Na+] (NaOH). The solvent is C(C)O (ethanol). Reaction conditions: time 2 hour. Yields the product CC=1C2=C(OC1C(=O)O)C=CC(=C2)CCCCCCCC (3-Methyl-5-octylbenzo[b]furan-2-carboxylic acid). Isolated yield 76.2%. As a reaction SMILES: [CH3:1][C:2]1[C:3]2[CH:15]=[C:14]([CH2:16][CH2:17][CH2:18][CH2:19][CH2:20][CH2:21][CH2:22][CH3:23])[CH:13]=[CH:12][C:4]=2[O:5][C:6]=1[C:7]([O:9]CC)=[O:8].[OH-].[Na+]>C(O)C>[CH3:1][C:2]1[C:3]2[CH:15]=[C:14]([CH2:16][CH2:17][CH2:18][CH2:19][CH2:20][CH2:21][CH2:22][CH3:23])[CH:13]=[CH:12][C:4]=2[O:5][C:6]=1[C:7]([OH:9])=[O:8] |f:1.2|. Reported procedure: To a solution of Ethyl 3-methyl-5-octylbenzo[b]furan-2-carboxylate (1.44 g) in ethanol (20 ml) was added 10% NaOH aqueous solution (2.2 ml), and stirred for 2 hours at ambient temperature, and evaporated under reduced pressure. The residue was adjusted to pH 3.0 with 1N hydrochloric acid, and extracted with ethyl acetate. The organic layer was washed with brine, and dried over magnesium sulfate. The magnesium sulfate was filtered off, and the filtrate was evaporated under reduced pressure to giv... The reactants are CI (methyl iodide), ClCCCl (DCE), OCC1=C(COC1=O)N1C(C2(CC1)CCN(CC2)C(=O)OC(C)(C)C)=O (tert-butyl 2-(4-(hydroxymethyl)-5-oxo-2,5-dihydrofuran-3-yl)-1-oxo-2,8-diazaspiro[4.5]decane-8-carboxylate), CI (methyl iodide). The reagents and catalysts are [Ag]=O (silver oxide), [Ag]=O (silver oxide). The solvent is C(Cl)Cl (DCM). The product is COCC1=C(COC1=O)N1C(C2(CC1)CCN(CC2)C(=O)OC(C)(C)C)=O (tert-butyl 2-(4-(methoxymethyl)-5-oxo-2,5-dihydrofuran-3-yl)-1-oxo-2,8-diazaspiro[4.5]decane-8-carboxylate). As a reaction SMILES: [OH:1][CH2:2][C:3]1[C:7](=[O:8])[O:6][CH2:5][C:4]=1[N:9]1[CH2:13][CH2:12][C:11]2([CH2:18][CH2:17][N:16]([C:19]([O:21][C:22]([CH3:25])([CH3:24])[CH3:23])=[O:20])[CH2:15][CH2:14]2)[C:10]1=[O:26].CI.Cl[CH2:30]CCl>C(Cl)Cl.[Ag]=O>[CH3:30][O:1][CH2:2][C:3]1[C:7](=[O:8])[O:6][CH2:5][C:4]=1[N:9]1[CH2:13][CH2:12][C:11]2([CH2:14][CH2:15][N:16]([C:19]([O:21][C:22]([CH3:23])([CH3:25])[CH3:24])=[O:20])[CH2:17][CH2:18]2)[C:10]1=[O:26]. Procedure details: tert-butyl 2-(4-(hydroxymethyl)-5-oxo-2,5-dihydrofuran-3-yl)-1-oxo-2,8-diazaspiro[4.5]decane-8-carboxylate (0.42 g, 1.15 mmol), silver oxide (0.292 g, 1.26 mmol) and methyl iodide (0.358 mL, 5.73 mmol) were taken up in DCM (5 mL) and stirred over night at room temperature under nitrogen. Additional silver oxide (0.292 g, 1.26 mmol) and methyl iodide (0.358 mL, 5.73 mmol) were added to the mixture with DCE (8 mL) and the resulting mixture was heated at 54° C. overnight. The reaction mixture was f... The reactants are COC=1C=C(C=C(C1OC)OC)C1=NC2=CC=CC=C2C(=N1)C(=O)OC (methyl 2-(3,4,5-trimethoxyphenyl)quinazoline-4-carboxylate), [OH-].[Na+] (sodium hydroxide), Cl (hydrogen chloride). The solvent is CO (methanol). Reaction conditions: temperature 75 celsius, time 30 minute. The product is COC=1C=C(C=C(C1OC)OC)C1=NC2=CC=CC=C2C(=N1)C(=O)O (2-(3,4,5-trimethoxyphenyl)quinazoline-4-carboxylic acid). RXN SMILES: [CH3:1][O:2][C:3]1[CH:4]=[C:5]([C:13]2[N:22]=[C:21]([C:23]([O:25]C)=[O:24])[C:20]3[C:15](=[CH:16][CH:17]=[CH:18][CH:19]=3)[N:14]=2)[CH:6]=[C:7]([O:11][CH3:12])[C:8]=1[O:9][CH3:10].[OH-].[Na+].Cl>CO>[CH3:12][O:11][C:7]1[CH:6]=[C:5]([C:13]2[N:22]=[C:21]([C:23]([OH:25])=[O:24])[C:20]3[C:15](=[CH:16][CH:17]=[CH:18][CH:19]=3)[N:14]=2)[CH:4]=[C:3]([O:2][CH3:1])[C:8]=1[O:9][CH3:10] |f:1.2|. Procedure details: Into a 250-mL 3-necked round-bottom flask, was placed methyl 2-(3,4,5-trimethoxyphenyl)quinazoline-4-carboxylate (1.7 g, 4.80 mmol, 1.00 equiv), methanol (10 mL) and sodium hydroxide (20%, 10 mL). The resulting solution was stirred for 30 min at 75° C. The pH value of the solution was adjusted to 2 with hydrogen chloride (1 mol/L). The resulting solution was extracted with 2×50 mL of dichloromethane and the organic layers combined. The mixture was dried over anhydrous sodium sulfate and concentr... The reactants are [BH4-], C1CCOC1, COc1cc(N2CCCN(S(C)(=O)=O)CC2)ccc1[N+](=O)[O-], CO, [Na+]. Product: COc1cc(N2CCCN(S(C)(=O)=O)CC2)ccc1N. As a reaction SMILES: [BH4-:25].[CH2:27]1[O:28][CH2:29][CH2:30][CH2:31]1.[CH3:1][O:2][c:3]1[cH:4][c:5]([N:12]2[CH2:13][CH2:14][N:15]([S:19](=[O:20])(=[O:21])[CH3:22])[CH2:16][CH2:17][CH2:18]2)[cH:6][cH:7][c:8]1[N+:9]([O-:10])=[O:11].[CH3:23][OH:24].[Na+:26]>>[CH3:1][O:2][c:3]1[cH:4][c:5]([N:12]2[CH2:13][CH2:14][N:15]([S:19](=[O:20])(=[O:21])[CH3:22])[CH2:16][CH2:17][CH2:18]2)[cH:6][cH:7][c:8]1[NH2:9]. Reactants: COS(=O)(=O)OC, COCCOCCOCC(=O)Nc1c(I)c(N)c(I)c(C(=O)O)c1I. Reaction SMILES: [CH3:26][O:27][S:28]([O:29][CH3:30])(=[O:31])=[O:32].[NH2:1][c:2]1[c:3]([I:25])[c:4]([C:5](=[O:6])[OH:7])[c:8]([I:24])[c:9]([NH:12][C:13]([CH2:14][O:15][CH2:16][CH2:17][O:18][CH2:19][CH2:20][O:21][CH3:22])=[O:23])[c:10]1[I:11]>>[NH2:1][c:2]1[c:3]([I:25])[c:4]([C:5](=[O:6])[OH:7])[c:8]([I:24])[c:9]([N:12]([C:13]([CH2:14][O:15][CH2:16][CH2:17][O:18][CH2:19][CH2:20][O:21][CH3:22])=[O:23])[CH3:26])[c:10]1[I:11]. Yields the product COCCOCCOCC(=O)N(C)c1c(I)c(N)c(I)c(C(=O)O)c1I. The reactants are C[C@]12[C@H]3CC[C@@]4([C@H](CC[C@H]4[C@@H]3CC=C2C[C@H](CC1)OCCCN)[C@H](C)CCCC(C)C)C (3-((3S,8S,9S,10R,13R,14S,17R)-10,13-dimethyl-17-((R)-6-methylheptan-2-yl)-2,3,4,7,8,9,10,11,12,13,14,15,16,17-tetradecahydro-1H-cyclopenta[a]phenanthren-3-yloxy)propan-1-amine), CCN(C(C)C)C(C)C (Huenig's base), CCOC(=O)C (AcOEt), O1C(CCC1=O)=O (Dihydrofuran-2,5-dione). Run in C1CCOC1 (THF). Product: C[C@H](CCCC(C)C)[C@H]1CC[C@H]2[C@@H]3CC=C4C[C@H](CC[C@@]4([C@H]3CC[C@]12C)C)OCCCNC(CCC(=O)O)=O (N-{3-[(3S,8S,9S,10R,13R,14S,17R)-17-((R)-1,5-Dimethyl-hexyl)-10,13-dimethyl-2,3,4,7,8,9,10,11,12,13,14,15,16,17-tetradecahydro-1H-cyclopenta[a]phenanthren-3-yloxy]-propyl}-succinamic acid). The yield is 114.9%. Reaction SMILES: [CH3:1][C@:2]12[CH2:18][CH2:17][C@H:16]([O:19][CH2:20][CH2:21][CH2:22][NH2:23])[CH2:15][C:14]1=[CH:13][CH2:12][C@@H:11]1[C@@H:3]2[CH2:4][CH2:5][C@@:6]2([CH3:32])[C@H:10]1[CH2:9][CH2:8][C@@H:7]2[C@@H:24]([CH2:26][CH2:27][CH2:28][CH:29]([CH3:31])[CH3:30])[CH3:25].CCN(C(C)C)C(C)C.CCOC(C)=O.[O:48]1[C:52](=[O:53])[CH2:51][CH2:50][C:49]1=[O:54]>C1COCC1>[CH3:25][C@@H:24]([C@@H:7]1[C@:6]2([CH3:32])[C@H:10]([C@H:11]3[C@H:3]([CH2:4][CH2:5]2)[C@:2]2([CH3:1])[C:14]([CH2:15][C@@H:16]([O:19][CH2:20][CH2:21][CH2:22][NH:23][C:52](=[O:53])[CH2:51][CH2:50][C:49]([OH:54])=[O:48])[CH2:17][CH2:18]2)=[CH:13][CH2:12]3)[CH2:9][CH2:8]1)[CH2:26][CH2:27][CH2:28][CH:29]([CH3:31])[CH3:30]. Procedure details: In a 2 μL round-bottomed flask, 3-((3S,8S,9S,10R,13R,14S,17R)-10,13-dimethyl-17-((R)-6-methylheptan-2-yl)-2,3,4,7,8,9,10,11,12,13,14,15,16,17-tetradecahydro-1H-cyclopenta[a]phenanthren-3-yloxy)propan-1-amine (21.15 g, 47.7 mmol, Eq: 1.00) and Huenig's base (12.3 g, 16.6 ml, 95.3 mmol, Eq: 2.00) were combined with AcOEt (845 ml) to give a colorless solution. Dihydrofuran-2,5-dione (4.77 g, 47.7 mmol, Eq: 1.00) in THF (42 ml) was added and the reaction mixture was stirred at ambient temperature ov...